This data is from the Open Reaction Database (ORD), a public repository of structured organic reaction records. The task is: describe an organic reaction: reactants, conditions, products, and yield As a reaction SMILES: Cl.[C:2]([Cl:10])(=[O:9])[C:3]1[CH:8]=[CH:7][CH:6]=[N:5][CH:4]=1.C(C1NC=CN=1)(=O)C1C=CC=NC=1.C(OCC)(=O)C1C=CC=NC=1>>[C:2]([Cl:10])(=[O:9])[C:3]1[CH:8]=[CH:7][CH:6]=[N:5][CH:4]=1 |f:0.1|. Reactants: Cl.C(C1=CN=CC=C1)(=O)Cl (nicotinoyl chloride hydrochloride), C(C1=CN=CC=C1)(=O)C=1NC=CN1 (nicotinoyl imidazole), C(C1=CN=CC=C1)(=O)OCC (ethyl nicotinate). Product: C(C1=CN=CC=C1)(=O)Cl (nicotinoyl chloride). Procedure details: nicotinoyl chloride hydrochloride; nicotinoyl imidazole; ethyl nicotinate. Starting materials: [OH-].[Na+] (sodium hydroxide), O (water), C(C)OC(\C=C\C1=CC=C(C=C1)C(F)(F)F)=O ((E)-3-(4-trifluoromethyl-phenyl)-acrylic acid ethyl ester), [H-].C(C(C)C)[Al+]CC(C)C (diisobutylaluminum hydride), O (Water). Solvent: C1(=CC=CC=C1)C (toluene). Run at temperature 0 celsius, time 1 hour. Product: FC(C1=CC=C(C=C1)/C=C/CO)(F)F ((E)-3-(4-trifluoromethyl-phenyl)-prop-2-en-1-ol). The yield is 96.0%. RXN SMILES: C([O:3][C:4](=O)/[CH:5]=[CH:6]/[C:7]1[CH:12]=[CH:11][C:10]([C:13]([F:16])([F:15])[F:14])=[CH:9][CH:8]=1)C.[H-].C([Al+]CC(C)C)C(C)C.O.[OH-].[Na+]>C1(C)C=CC=CC=1>[F:14][C:13]([F:15])([F:16])[C:10]1[CH:9]=[CH:8][C:7](/[CH:6]=[CH:5]/[CH2:4][OH:3])=[CH:12][CH:11]=1 |f:1.2,4.5|. Procedure details: To a solution of the ester obtained in step 1 (37.1 g) in toluene (310 ml) at 0° C. was added dropwise diisobutylaluminum hydride (1.2M in toluene, 317 ml) and the solution was stirred at 0° C. for 1 h. Water (47.6 ml) was carefully added at 0° C. followed by sodium hydroxide 2M (47.6 ml) and finally water (95.1 ml). The mixture was allowed to stir at room temperature for 1 h. After filtration, the solution was washed with hydrochloric acid 2N, water and brine, dried over sodium sulfate and conc... Starting materials: COC=1C=NC=CC1B(O)O (3-methoxypyridin-4-ylboronic acid), solution, C(=O)([O-])[O-].[Na+].[Na+] (Na2CO3), tetrakis(triphenylphoshine)palladium, BrC1=CSC2=C1C(N(C=C2)CCC2=NC1=CC=CC=C1C=C2)=O (3-bromo-5-[2-(quinolin-2-yl)ethyl]thieno[3,2-c]pyridin-4(5H)-on), Cl (HCl). Run in C(Cl)Cl.CO (DCM methanol), C(C)O (ethanol), C1(=CC=CC=C1)C (toluene), CC(OCC)=O (EA). Conditions: temperature 130 celsius. Product: COC=1C=NC=CC1C1=CSC2=C1C(N(C=C2)CCC2=NC1=CC=CC=C1C=C2)=O (3-(3-Methoxypyridin-4-yl)-5-[2-(quinolin-2-yl)ethyl]thieno[3,2-c]pyridin-4(5H)-one). Isolated yield 29.8%. Reaction SMILES: Br[C:2]1[C:6]2[C:7](=[O:23])[N:8]([CH2:11][CH2:12][C:13]3[CH:22]=[CH:21][C:20]4[C:15](=[CH:16][CH:17]=[CH:18][CH:19]=4)[N:14]=3)[CH:9]=[CH:10][C:5]=2[S:4][CH:3]=1.[CH3:24][O:25][C:26]1[CH:27]=[N:28][CH:29]=[CH:30][C:31]=1B(O)O.C([O-])([O-])=O.[Na+].[Na+].Cl>C(O)C.C1(C)C=CC=CC=1.CC(=O)OCC.C(Cl)Cl.CO>[CH3:24][O:25][C:26]1[CH:27]=[N:28][CH:29]=[CH:30][C:31]=1[C:2]1[C:6]2[C:7](=[O:23])[N:8]([CH2:11][CH2:12][C:13]3[CH:22]=[CH:21][C:20]4[C:15](=[CH:16][CH:17]=[CH:18][CH:19]=4)[N:14]=3)[CH:9]=[CH:10][C:5]=2[S:4][CH:3]=1 |f:2.3.4,9.10|. Procedure: A reaction tube was charged with a solution of 3-bromo-5-[2-(quinolin-2-yl)ethyl]thieno[3,2-c]pyridin-4(5H)-on (100 mg, 0.260 mmol) in 1.5 mL of ethanol and 1.5 mL of toluene under argon. To this suspension, 3-methoxypyridin-4-ylboronic acid (39.7 mg, 0.260 mmol) and a 2M solution of Na2CO3 (41.3 mg, 0.389 mmol) were added. Then, tetrakis(triphenylphoshine)palladium (30.0 mg, 0.026 mmol) was added. The reaction mixture was heated in a Biotage microwave at about 130° C. for about 30 min. The reac... Starting materials: S(=O)(Cl)Cl (thionyl chloride), COC=1C=C(C=CC1C)C=CC(=O)O (3-(3-methoxy-4-methylphenyl)acrylic acid). Run in C1(=CC=CC=C1)C (Toluene). Product: COC=1C=C(C=CC1C)C=CC(=O)Cl (3-(3-methoxy-4-methylphenyl)acryloyl chloride). Reaction SMILES: S(Cl)([Cl:3])=O.[CH3:5][O:6][C:7]1[CH:8]=[C:9]([CH:14]=[CH:15][C:16]([OH:18])=O)[CH:10]=[CH:11][C:12]=1[CH3:13]>C1(C)C=CC=CC=1>[CH3:5][O:6][C:7]1[CH:8]=[C:9]([CH:14]=[CH:15][C:16]([Cl:3])=[O:18])[CH:10]=[CH:11][C:12]=1[CH3:13]. Procedure: Toluene (750 ml) and thionyl chloride (11 ml) were subsequently added to 3-(3-methoxy-4-methylphenyl)acrylic acid (20 g, 0.104 mol) at room temperature. The suspension was refluxed for 2 h while vigorously stirring to give a clear slightly yellow solution. The reaction mixture was concentrated in vacuo, then toluene added and the mixture re-concentrated in vacuo to give 3-(3-methoxy-4-methylphenyl)acryloyl chloride for use in the next step. Reactants: Cc1ccccc1, C[Si](C)(C)CCOCn1nc(I)c2cc(C3OCCO3)ccc21, OCCN1CCOCC1. Yields the product C[Si](C)(C)CCOCn1nc(OCCN2CCOCC2)c2cc(C3OCCO3)ccc21. Reaction SMILES: [CH3:33][c:34]1[cH:35][cH:36][cH:37][cH:38][cH:39]1.[O:1]1[CH:2]([c:6]2[cH:7][c:8]3[c:9]([I:23])[n:10][n:11]([CH2:15][O:16][CH2:17][CH2:18][Si:19]([CH3:20])([CH3:21])[CH3:22])[c:12]3[cH:13][cH:14]2)[O:3][CH2:4][CH2:5]1.[O:24]1[CH2:25][CH2:26][N:27]([CH2:30][CH2:31][OH:32])[CH2:28][CH2:29]1>>[O:1]1[CH:2]([c:6]2[cH:7][c:8]3[c:9]([O:32][CH2:31][CH2:30][N:27]4[CH2:26][CH2:25][O:24][CH2:29][CH2:28]4)[n:10][n:11]([CH2:15][O:16][CH2:17][CH2:18][Si:19]([CH3:20])([CH3:21])[CH3:22])[c:12]3[cH:13][cH:14]2)[O:3][CH2:4][CH2:5]1. The reactants are CO, CC(=O)OC1C(C)=CC2C(C(C)C)CCC(C)C2(O)C1OC(=O)C1CC2(O)c3cccc(Cl)c3N(C)OC2N1, ClCCl, Cl. Product: CC1=CC2C(C(C)C)CCC(C)C2(O)C(OC(=O)C2CC3(O)c4cccc(Cl)c4N(C)OC3N2)C1O. RXN SMILES: [CH3:41][OH:42].[Cl:1][c:2]1[cH:3][cH:4][cH:5][c:6]2[c:11]1[N:10]([CH3:12])[O:9][CH:8]1[C:7]2([OH:39])[CH2:15][CH:14]([C:16](=[O:17])[O:18][CH:19]2[CH:20]([O:35][C:36](=[O:37])[CH3:38])[C:21]([CH3:34])=[CH:22][CH:23]3[CH:24]([CH:31]([CH3:32])[CH3:33])[CH2:25][CH2:26][CH:27]([CH3:30])[C:28]23[OH:29])[NH:13]1.[Cl:43][CH2:44][Cl:45].[ClH:40]>>[Cl:1][c:2]1[cH:3][cH:4][cH:5][c:6]2[c:11]1[N:10]([CH3:12])[O:9][CH:8]1[C:7]2([OH:39])[CH2:15][CH:14]([C:16](=[O:17])[O:18][CH:19]2[CH:20]([OH:35])[C:21]([CH3:34])=[CH:22][CH:23]3[CH:24]([CH:31]([CH3:32])[CH3:33])[CH2:25][CH2:26][CH:27]([CH3:30])[C:28]23[OH:29])[NH:13]1. Starting materials: O1CCOC12CCC(CC2)OC2=CC(=NC(=N2)C(F)(F)F)C=O (6-(1,4-dioxaspiro[4.5]dec-8-yloxy)-2-(trifluoromethyl)pyrimidine-4-carbaldehyde), [BH4-].[Na+] (NaBH4). Solvent: C(C)(C)O (isopropyl alcohol). Reaction conditions: temperature 0 celsius, time 5 hour. The product is O1CCOC12CCC(CC2)OC2=CC(=NC(=N2)C(F)(F)F)CO ([6-(1,4-Dioxaspiro[4.5]dec-8-yloxy)-2-(trifluoromethyl)pyrimidin-4-yl]methanol). Reaction SMILES: [O:1]1[C:5]2([CH2:10][CH2:9][CH:8]([O:11][C:12]3[N:17]=[C:16]([C:18]([F:21])([F:20])[F:19])[N:15]=[C:14]([CH:22]=[O:23])[CH:13]=3)[CH2:7][CH2:6]2)[O:4][CH2:3][CH2:2]1.[BH4-].[Na+]>C(O)(C)C>[O:4]1[C:5]2([CH2:10][CH2:9][CH:8]([O:11][C:12]3[N:17]=[C:16]([C:18]([F:20])([F:21])[F:19])[N:15]=[C:14]([CH2:22][OH:23])[CH:13]=3)[CH2:7][CH2:6]2)[O:1][CH2:2][CH2:3]1 |f:1.2|. Procedure: Into a 1-neck round-bottom flask, 6-(1,4-dioxaspiro[4.5]dec-8-yloxy)-2-(trifluoromethyl)pyrimidine-4-carbaldehyde (3.00 g, 9.03 mmol) was dissolved in isopropyl alcohol (40 mL) and cooled to 0° C. To this solution, NaBH4 (0.27 g, 7.2 mmol) was added, and the reaction was stirred for 5 hours until LCMS analysis of the reaction mixture showed no starting material present. The reaction was transferred to a separatory funnel and partitioned between water and EtOAc, the phases were separated and the ... Starting materials: C(C)OC(C1=CC(=CC=C1)NC1=CC(=NC=2N1N=CC2CCCCC#N)Cl)=O (3-[5-chloro-3-(4-cyano-butyl)-pyrazolo[1,5-a]pyrimidin-7-ylamino]-benzoic acid ethyl ester), C1(=CC(=CC=C1)N)N (benzene-1,3-diamine). The solvent is CN1CCCC1=O (NMP), CCOC(=O)C (EtOAc). Run at temperature 160 celsius. The product is C(C)OC(C1=CC(=CC=C1)NC1=CC(=NC=2N1N=CC2CCCCC#N)NC2=CC(=CC=C2)N)=O (3-[5-(3-amino-phenylamino)-3-(4-cyano-butyl)-pyrazolo[1,5-a]pyrimidin-7-ylamino]-benzoic acid ethyl ester). The yield is 123.9%. Reaction SMILES: [CH2:1]([O:3][C:4](=[O:28])[C:5]1[CH:10]=[CH:9][CH:8]=[C:7]([NH:11][C:12]2[N:17]3[N:18]=[CH:19][C:20]([CH2:21][CH2:22][CH2:23][CH2:24][C:25]#[N:26])=[C:16]3[N:15]=[C:14](Cl)[CH:13]=2)[CH:6]=1)[CH3:2].[C:29]1([NH2:36])[CH:34]=[CH:33][CH:32]=[C:31]([NH2:35])[CH:30]=1>CN1C(=O)CCC1.CCOC(C)=O>[CH2:1]([O:3][C:4](=[O:28])[C:5]1[CH:10]=[CH:9][CH:8]=[C:7]([NH:11][C:12]2[N:17]3[N:18]=[CH:19][C:20]([CH2:21][CH2:22][CH2:23][CH2:24][C:25]#[N:26])=[C:16]3[N:15]=[C:14]([NH:35][C:31]3[CH:32]=[CH:33][CH:34]=[C:29]([NH2:36])[CH:30]=3)[CH:13]=2)[CH:6]=1)[CH3:2]. Procedure: A mixture of compound (14a) (0.63 g. 1.6 mmol) and benzene-1,3-diamine (69 mg, 0.636 mmol) in 2 mL of NMP was heated at 160° C. overnight. The reaction mixture was diluted with EtOAc (50 mL) and washed with saturated aq NaHCO3 and brine and dried over anhydrous Na2 SO4. HPLC purification provided 3-[5-(3-amino-phenylamino)-3-(4-cyano-butyl)-pyrazolo[1,5-a]pyrimidin-7-ylamino]-benzoic acid ethyl ester (15a) (0.37 g. 50%).